Dataset: the Open Reaction Database (ORD), a public repository of structured organic reaction records. Task: describe an organic reaction: reactants, conditions, products, and yield The reactants are SC=1NC2=C(N1)C=CC(=C2)C (2-mercapto-5-methylbenzimidazole), Cl.ClCC1=C(N)C(=C(C=C1)C)C (2-(chloromethyl)-5,6-dimethylaniline hydrochloride). Run in C(C)(C)O (isopropyl alcohol). Yields the product CC1=CC2=C(NC(=N2)SCC2=C(C(=C(C=C2)C)C)N)C=C1 (2-[[(5-Methyl-1H-benzimidazol-2-yl)thio]methyl]-5,6-dimethylbenzenamine). Reaction SMILES: [SH:1][C:2]1[NH:3][C:4]2[CH:10]=[C:9]([CH3:11])[CH:8]=[CH:7][C:5]=2[N:6]=1.Cl.Cl[CH2:14][C:15]1[CH:21]=[CH:20][C:19]([CH3:22])=[C:18]([CH3:23])[C:16]=1[NH2:17]>C(O)(C)C>[CH3:11][C:9]1[CH:8]=[CH:7][C:5]2[NH:6][C:2]([S:1][CH2:14][C:15]3[CH:21]=[CH:20][C:19]([CH3:22])=[C:18]([CH3:23])[C:16]=3[NH2:17])=[N:3][C:4]=2[CH:10]=1 |f:1.2|. Procedure details: The title compound was prepared by the method of Example 1 using 207 mg of 2-mercapto-5-methylbenzimidazole instead of 2-mercaptobenzimidazole and 260 mg of 2-(chloromethyl)-5,6-dimethylaniline hydrochloride instead of 2-(chloromethyl)-N,N-dimethylaniline in isopropyl alcohol. The basic extraction used 10% sodium hydroxide instead of sodium carbonate. The dichloromethane extract was dried over sodium sulfate, filtered, and concentrated in vacuo to 274 mg of the title compound as a gum. The compo...